From a dataset of the Open Reaction Database (ORD), a public repository of structured organic reaction records. describe an organic reaction: reactants, conditions, products, and yield The reactants are BrCCOC1=C(C(=C(C(=C1OCCC(C)C1=CC=C(C=C1)F)OC)Cl)C)C(C)=O (1-{2-(2-Bromo-ethoxy)-5-chloro-3-[3-(4-fluoro-phenyl)-butoxy]-4-methoxy-6-methyl-phenyl}-ethanone), N1CCOCC1 (morpholine). Yields the product ClC=1C(=C(C(=C(C1OC)OCCC(C)C1=CC=C(C=C1)F)OCCN1CCOCC1)C(C)=O)C (1-[3-Chloro-5-[3-(4-fluoro-phenyl)-butoxy]-4-methoxy-2-methyl-6-(2-morpholin-4-yl-ethoxy)-phenyl]-ethanone), oil. Yield: 71.0%. Reaction SMILES: Br[CH2:2][CH2:3][O:4][C:5]1[C:10]([O:11][CH2:12][CH2:13][CH:14]([C:16]2[CH:21]=[CH:20][C:19]([F:22])=[CH:18][CH:17]=2)[CH3:15])=[C:9]([O:23][CH3:24])[C:8]([Cl:25])=[C:7]([CH3:26])[C:6]=1[C:27](=[O:29])[CH3:28].[NH:30]1[CH2:35][CH2:34][O:33][CH2:32][CH2:31]1>>[Cl:25][C:8]1[C:7]([CH3:26])=[C:6]([C:27](=[O:29])[CH3:28])[C:5]([O:4][CH2:3][CH2:2][N:30]2[CH2:35][CH2:34][O:33][CH2:32][CH2:31]2)=[C:10]([O:11][CH2:12][CH2:13][CH:14]([C:16]2[CH:21]=[CH:20][C:19]([F:22])=[CH:18][CH:17]=2)[CH3:15])[C:9]=1[O:23][CH3:24]. Reported procedure: Example 8a (100 mg, 0.21 mmol) was reacted with morpholine (6.0 eq.) as described under General Procedure G. The title compound was afforded as an oil (72 mg, 71%). 1H NMR (300 MHz, CDCl3) δ 7.18-7.13 (m, 2H), 6.99-6.89 (m, 2H), 4.05 (t, J=5.7 Hz, 2H), 3.94 (t, J=6.7 Hz, 2H), 3.82 (s, 3H), 3.70-3.67 (m, 4H), 3.02-2.95 (m, 1H), 2.59 (t, J=5.7 Hz, 2H), 2.49 (s, 3H), 2.47-2.44 (m, 4H), 2.17 (s, 3H), 2.03-1.96 (m, 2H), 1.28 (d, J=7.0 Hz, 3H). MS (ES+) m/z 493.9 (M+H+). The reactants are CC(C)(C)OC(=O)NC1CCC(C(=O)Nc2cccc3ccc(C#N)nc23)CC1O, ClCCl, O=C(O)C(F)(F)F. The product is N#Cc1ccc2cccc(NC(=O)C3CCC(N)C(O)C3)c2n1. Reaction SMILES: [C:1]([O:2][C:3](=[O:4])[NH:7][CH:8]1[CH:9]([OH:29])[CH2:10][CH:11]([C:14]([NH:15][c:16]2[cH:17][cH:18][cH:19][c:20]3[cH:21][cH:22][c:23]([C:26]#[N:27])[n:24][c:25]23)=[O:28])[CH2:12][CH2:13]1)([CH3:5])([CH3:6])[CH3:30].[Cl:38][CH2:39][Cl:40].[OH:31][C:32]([C:33]([F:34])([F:35])[F:36])=[O:37]>>[NH2:7][CH:8]1[CH:9]([OH:29])[CH2:10][CH:11]([C:14]([NH:15][c:16]2[cH:17][cH:18][cH:19][c:20]3[cH:21][cH:22][c:23]([C:26]#[N:27])[n:24][c:25]23)=[O:28])[CH2:12][CH2:13]1.